This data is from the Open Reaction Database (ORD), a public repository of structured organic reaction records. The task is: describe an organic reaction: reactants, conditions, products, and yield Starting materials: O=[N+]([O-])c1cc(Cl)ccc1Cl, [H-], Cn1cc(C#N)c(N)n1, [Na+], C1CCOC1, O. Product: Cn1cc(C#N)c(Nc2ccc(Cl)cc2[N+](=O)[O-])n1. As a reaction SMILES: [Cl:12][c:13]1[c:14]([N+:20](=[O:21])[O-:22])[cH:15][c:16]([Cl:19])[cH:17][cH:18]1.[H-:10].[NH2:1][c:2]1[n:3][n:4]([CH3:9])[cH:5][c:6]1[C:7]#[N:8].[Na+:11].[O:24]1[CH2:25][CH2:26][CH2:27][CH2:28]1.[OH2:23]>>[NH:1]([c:2]1[n:3][n:4]([CH3:9])[cH:5][c:6]1[C:7]#[N:8])[c:13]1[c:14]([N+:20](=[O:21])[O-:22])[cH:15][c:16]([Cl:19])[cH:17][cH:18]1. Solvent: C(C)(=O)OCC (ethyl acetate). Procedure details: To a solution of tert-butyl 2-(6-((3-ethyl-4-(imidazo[1,2-a]pyridine-3-carboxamido)-1H-indazol-1-yl)methyl)pyridin-2-yloxy)ethylcarbamate (21.9 mg, 0.0394 mmol) in ethyl acetate was added hydrogen chloride (1 mL; 4M in dioxane). The mixture was stirred for 30 minutes and the solvent was removed under reduced pressure to give N-(1-((6-(2-aminoethoxy)pyridin-2-yl)methyl)-3-ethyl-1H-indazol-4-yl)imidazo[1,2-a]pyridine-3-carboxamide dihydrochloride (14.3 mg; 69%). MS (APCI), positive scan, m/z=456.1... Isolated yield 69.0%. The product is Cl.Cl.NCCOC1=CC=CC(=N1)CN1N=C(C2=C(C=CC=C12)NC(=O)C1=CN=C2N1C=CC=C2)CC (N-(1-((6-(2-aminoethoxy)pyridin-2-yl)methyl)-3-ethyl-1H-indazol-4-yl)imidazo[1,2-a]pyridine-3-carboxamide dihydrochloride). Conditions: time 30 minute. Starting materials: C(C)C1=NN(C2=CC=CC(=C12)NC(=O)C1=CN=C2N1C=CC=C2)CC2=CC=CC(=N2)OCCNC(OC(C)(C)C)=O (tert-butyl 2-(6-((3-ethyl-4-(imidazo[1,2-a]pyridine-3-carboxamido)-1H-indazol-1-yl)methyl)pyridin-2-yloxy)ethylcarbamate), Cl (hydrogen chloride). Reaction SMILES: [CH2:1]([C:3]1[C:11]2[C:6](=[CH:7][CH:8]=[CH:9][C:10]=2[NH:12][C:13]([C:15]2[N:19]3[CH:20]=[CH:21][CH:22]=[CH:23][C:18]3=[N:17][CH:16]=2)=[O:14])[N:5]([CH2:24][C:25]2[N:30]=[C:29]([O:31][CH2:32][CH2:33][NH:34]C(=O)OC(C)(C)C)[CH:28]=[CH:27][CH:26]=2)[N:4]=1)[CH3:2].[ClH:42]>C(OCC)(=O)C>[ClH:42].[ClH:42].[NH2:34][CH2:33][CH2:32][O:31][C:29]1[N:30]=[C:25]([CH2:24][N:5]2[C:6]3[C:11](=[C:10]([NH:12][C:13]([C:15]4[N:19]5[CH:20]=[CH:21][CH:22]=[CH:23][C:18]5=[N:17][CH:16]=4)=[O:14])[CH:9]=[CH:8][CH:7]=3)[C:3]([CH2:1][CH3:2])=[N:4]2)[CH:26]=[CH:27][CH:28]=1 |f:3.4.5|. The reactants are C(C)(=O)O (acetic acid), Cl.O[C@H](C(=O)N[C@@H](CC(=O)O)C1=CC=CC=C1)[C@@H]([C@@H]([C@H](CO)NC([C@@H](N)CC(C)C)=O)O)O ((S)-3-[(2S,3R,4R,5S)-2,3,4,6-tetrahydroxy-5-(L-leucyl)aminohexanoyl]amino-3-phenylpropionic acid hydrochloride), C1(=CC=CC=C1)C(=[N+]=[N-])C1=CC=CC=C1 (diphenyldiazomethane). The solvent is CO (methanol), CO (methanol). Run at time 4 hour. Product: O[C@H](C(=O)N[C@@H](CC(=O)OC(C1=CC=CC=C1)C1=CC=CC=C1)C1=CC=CC=C1)[C@@H]([C@@H]([C@H](CO)NC([C@@H](N)CC(C)C)=O)O)O (diphenylmethyl (S)-3-[(2S,3R,4R,5S)-2,3,4,6-tetrahydroxy-5-(L-leucyl)aminohexanoyl]amino-3-phenylpropionate). The yield is 88.2%. As a reaction SMILES: Cl.[OH:2][C@@H:3]([C@H:18]([OH:33])[C@H:19]([OH:32])[C@@H:20]([NH:23][C:24](=[O:31])[C@H:25]([CH2:27][CH:28]([CH3:30])[CH3:29])[NH2:26])[CH2:21][OH:22])[C:4]([NH:6][C@H:7]([C:12]1[CH:17]=[CH:16][CH:15]=[CH:14][CH:13]=1)[CH2:8][C:9]([OH:11])=[O:10])=[O:5].[C:34]1([C:40]([C:43]2[CH:48]=[CH:47][CH:46]=[CH:45][CH:44]=2)=[N+]=[N-])[CH:39]=[CH:38][CH:37]=[CH:36][CH:35]=1.C(O)(=O)C>CO>[OH:2][C@@H:3]([C@H:18]([OH:33])[C@H:19]([OH:32])[C@@H:20]([NH:23][C:24](=[O:31])[C@H:25]([CH2:27][CH:28]([CH3:29])[CH3:30])[NH2:26])[CH2:21][OH:22])[C:4]([NH:6][C@H:7]([C:12]1[CH:17]=[CH:16][CH:15]=[CH:14][CH:13]=1)[CH2:8][C:9]([O:11][CH:40]([C:34]1[CH:39]=[CH:38][CH:37]=[CH:36][CH:35]=1)[C:43]1[CH:48]=[CH:47][CH:46]=[CH:45][CH:44]=1)=[O:10])=[O:5] |f:0.1|. Reported procedure: To a solution of (S)-3-[(2S,3R,4R,5S)-2,3,4,6-tetrahydroxy-5-(L-leucyl)aminohexanoyl]amino-3-phenylpropionic acid hydrochloride (1.84 g) in methanol (40 ml) was added a solution of diphenyldiazomethane (1.45 g) in methanol (20 ml) and the mixture was stirred at room temperature for 4 hours. After addition of acetic acid (0.1 ml), the reaction mixture was extracted with ethyl acetate. The extract was washed with aqueous sodium hydrogencarbonate solution and saturated brine respectively and the et... Starting materials: CCn1cc(C(=O)O)c(=O)c2cc(F)c(N3CC(C)(NC(=O)C(F)(F)F)C3)c(F)c21, CCO, [Na+], [OH-], O. The product is CCn1cc(C(=O)O)c(=O)c2cc(F)c(N3CC(C)(N)C3)c(F)c21. RXN SMILES: [CH2:1]([CH3:2])[n:3]1[cH:4][c:5]([C:28](=[O:29])[OH:30])[c:6](=[O:27])[c:7]2[cH:8][c:9]([F:26])[c:10]([N:14]3[CH2:15][C:16]([NH:18][C:19](=[O:20])[C:21]([F:22])([F:23])[F:24])([CH3:25])[CH2:17]3)[c:11]([F:13])[c:12]12.[CH3:33][CH2:34][OH:35].[Na+:32].[OH-:31].[OH2:36]>>[CH2:1]([CH3:2])[n:3]1[cH:4][c:5]([C:28](=[O:29])[OH:30])[c:6](=[O:27])[c:7]2[cH:8][c:9]([F:26])[c:10]([N:14]3[CH2:15][C:16]([NH2:18])([CH3:25])[CH2:17]3)[c:11]([F:13])[c:12]12. Starting materials: CC(C)(C)[Si](C)(C)Cl, CCOC(C)=O, Cc1c(NC(C(=O)NNC(=O)c2ccc3[nH]ccc3c2)C(C)O)ccc(C#N)c1Cl, CN(C)C=O, O, c1c[nH]cn1. The product is Cc1c(NC(C(=O)NNC(=O)c2ccc3[nH]ccc3c2)C(C)O[Si](C)(C)C(C)(C)C)ccc(C#N)c1Cl. Reaction SMILES: [C:41]([CH3:42])([CH3:43])([CH3:44])[Si:45]([CH3:46])([CH3:47])[Cl:48].[CH3:49][CH2:50][O:51][C:52]([CH3:53])=[O:54].[Cl:1][c:2]1[c:3]([CH3:30])[c:4]([NH:10][CH:11]([C:12](=[O:13])[NH:14][NH:15][C:16](=[O:17])[c:18]2[cH:19][c:20]3[cH:21][cH:22][nH:23][c:24]3[cH:25][cH:26]2)[CH:27]([CH3:28])[OH:29])[cH:5][cH:6][c:7]1[C:8]#[N:9].[O:31]=[CH:32][N:33]([CH3:34])[CH3:35].[OH2:55].[nH:36]1[cH:37][cH:38][n:39][cH:40]1>>[Cl:1][c:2]1[c:3]([CH3:30])[c:4]([NH:10][CH:11]([C:12](=[O:13])[NH:14][NH:15][C:16](=[O:17])[c:18]2[cH:19][c:20]3[cH:21][cH:22][nH:23][c:24]3[cH:25][cH:26]2)[CH:27]([CH3:28])[O:29][Si:45]([C:41]([CH3:42])([CH3:43])[CH3:44])([CH3:46])[CH3:47])[cH:5][cH:6][c:7]1[C:8]#[N:9]. Reactants: CC1=NOC(=N1)C1=C(C(=O)N[C@@H]2[C@H](CCC2)NC2=NC=C(C=C2)C(F)(F)F)C=CC=C1 (2-(3-Methyl-1,2,4-oxadiazol-5-yl)-N-[(1S,2S)-2-{[5-(trifluoromethyl)pyridin-2-yl]amino}cyclopentyl]benzamide), Cl.FC(C=1C=CC(=NC1)N[C@@H]1[C@H](CCC1)N)(F)F ((1S,2S)-1-N-[5-(trifluoromethyl)pyridin-2-yl]cyclopentane-1,2-diamine hydrochloride), Cl.FC(C=1C=CC(=NC1)N[C@@H]1[C@H](CCC1)N)(F)F ((1S,2S)-1-N-[5-(trifluoromethyl)pyridin-2-yl]cyclopentane-1,2-diamine hydrochloride), FC=1C=CC(=C(C(=O)O)C1)N1N=CC=N1 (5-fluoro-2-(2H-1,2,3-triazol-2-yl)benzoic acid), FC=1C=CC(=C(C(=O)O)C1)N1N=CC=N1 (5-fluoro-2-(2H-1,2,3-triazol-2-yl)benzoic acid). Yields the product FC=1C=CC(=C(C(=O)N[C@@H]2[C@H](CCC2)NC2=NC=C(C=C2)C(F)(F)F)C1)N1N=CC=N1 (5-Fluoro-2-(2H-1,2,3-triazol-2-yl)-N-[(1S,2S)-2-{[5-(trifluoromethyl)pyridin-2-yl]amino}cyclopentyl]benzamide). As a reaction SMILES: CC1N=C(C2C=CC=CC=2C([NH:11][C@H:12]2[CH2:16][CH2:15][CH2:14][C@@H:13]2[NH:17][C:18]2[CH:23]=[CH:22][C:21]([C:24]([F:27])([F:26])[F:25])=[CH:20][N:19]=2)=O)ON=1.[F:32][C:33]1[CH:34]=[CH:35][C:36]([N:42]2[N:46]=[CH:45][CH:44]=[N:43]2)=[C:37]([CH:41]=1)[C:38]([OH:40])=O.Cl.FC(F)(F)C1C=CC(N[C@H]2CCC[C@@H]2N)=NC=1>>[F:32][C:33]1[CH:34]=[CH:35][C:36]([N:42]2[N:46]=[CH:45][CH:44]=[N:43]2)=[C:37]([CH:41]=1)[C:38]([NH:11][C@H:12]1[CH2:16][CH2:15][CH2:14][C@@H:13]1[NH:17][C:18]1[CH:23]=[CH:22][C:21]([C:24]([F:27])([F:25])[F:26])=[CH:20][N:19]=1)=[O:40] |f:2.3|. Procedure details: Prepared according to the procedure for 2-(3-methyl-1,2,4-oxadiazol-5-yl)-N-[(1S,2S)-2-{[5-(trifluoromethyl)pyridin-2-yl]amino}cyclopentyl]benzamide (Example 8) from 5-fluoro-2-(2H-1,2,3-triazol-2-yl)benzoic acid (Intermediate 8; 72 mg, 0.26 mmol) and (1S,2S)-1-N-[5-(trifluoromethyl)pyridin-2-yl]cyclopentane-1,2-diamine hydrochloride (Intermediate 1; 61 mg, 0.28 mmol) to afford the title compound. Starting materials: CCO, O=[N+]([O-])c1cnccc1Cl, Cl, CC(=O)c1ccc(N)cc1. Product: Cl, CC(=O)c1ccc(Nc2ccncc2[N+](=O)[O-])cc1. RXN SMILES: [CH3:22][CH2:23][OH:24].[Cl:2][c:3]1[c:4]([N+:9](=[O:10])[O-:11])[cH:5][n:6][cH:7][cH:8]1.[ClH:1].[NH2:12][c:13]1[cH:14][cH:15][c:16]([C:19]([CH3:20])=[O:21])[cH:17][cH:18]1>>[ClH:2].[c:3]1([NH:12][c:13]2[cH:14][cH:15][c:16]([C:19]([CH3:20])=[O:21])[cH:17][cH:18]2)[c:4]([N+:9](=[O:10])[O-:11])[cH:5][n:6][cH:7][cH:8]1.